From a dataset of the Open Reaction Database (ORD), a public repository of structured organic reaction records. describe an organic reaction: reactants, conditions, products, and yield The reactants are ClCC(=O)Cl (chloroacetyl chloride), O1C(OCC1)CNC1=C(C=CC=C1C)C (N-(1,3-Dioxolan-2-ylmethyl)-2,6-dimethylaniline), C([O-])(O)=O.[Na+] (sodium bicarbonate), O1CCOCC1 (dioxane). The solvent is O (water), CCOCC (ether). Reaction conditions: time 15 minute. Product: ClCC(=O)N(C1=C(C=CC=C1C)C)CC1OCCO1 (N-α-chloroacetyl-N-(1,3-dioxolan-2-ylmethyl)-2,6-dimethylaniline). Reaction SMILES: [O:1]1[CH2:5][CH2:4][O:3][CH:2]1[CH2:6][NH:7][C:8]1[C:13]([CH3:14])=[CH:12][CH:11]=[CH:10][C:9]=1[CH3:15].C(=O)(O)[O-].[Na+].O1CCOCC1.[Cl:27][CH2:28][C:29](Cl)=[O:30]>CCOCC.O>[Cl:27][CH2:28][C:29]([N:7]([CH2:6][CH:2]1[O:3][CH2:4][CH2:5][O:1]1)[C:8]1[C:9]([CH3:15])=[CH:10][CH:11]=[CH:12][C:13]=1[CH3:14])=[O:30] |f:1.2|. Procedure details: N-(1,3-Dioxolan-2-ylmethyl)-2,6-dimethylaniline (7.8 grams), sodium bicarbonate (7.0 grams), dioxane (20 ml) and water (4 ml) were charged into a glass reaction vessel equipped with a mechanical stirrer and thermometer. The mixture was cooled to a temperature of about 0°C and chloroacetyl chloride (5.0 grams) was added, with stirring, over a period of about 15 minutes. After the addition was completed stirring was continued for a period of about one hour. After this time ether (100 ml) was added... The reactants are B(F)(F)F (BF3), C(CCC)O (n-butanol). Yields the product B(F)(F)F.C(CCC)O (BF3 n-butanol). RXN SMILES: [B:1]([F:4])([F:3])[F:2].[CH2:5]([OH:9])[CH2:6][CH2:7][CH3:8]>>[B:1]([F:4])([F:3])[F:2].[CH2:5]([OH:9])[CH2:6][CH2:7][CH3:8] |f:2.3|. Procedure details: To a plastic bottle were charged 2.62 grams of n-butanol and 2.73 grams of BF3 were bubbled into the bottle to provide a BF3 /n-butanol mole ratio of about 0.99/1. The bottle was cooled and 109.3 grams of a mixture of olefins having the composition set out in Table I were added. The temperature of the reaction mixture after adding the olefins was about 35° C. and the reaction mixture was immediately cooled in a water-ice bath to about 5° to 10° C. Samples of the mixture were taken at 5, 10 and 3... Reactants: O=C(Nc1ccc(Oc2ccc(OCc3ccccc3)cc2)c([N+](=O)[O-])c1)c1ccc(Br)cc1, C1CCOC1, CO, [Cl-], [Fe], [NH4+], O. The product is Nc1cc(NC(=O)c2ccc(Br)cc2)ccc1Oc1ccc(OCc2ccccc2)cc1. As a reaction SMILES: [CH2:1]([c:2]1[cH:3][cH:4][cH:5][cH:6][cH:7]1)[O:8][c:9]1[cH:10][cH:11][c:12]([O:13][c:14]2[c:15]([N+:30]([O-:31])=[O:32])[cH:16][c:17]([NH:20][C:21]([c:22]3[cH:23][cH:24][c:25]([Br:28])[cH:26][cH:27]3)=[O:29])[cH:18][cH:19]2)[cH:33][cH:34]1.[CH2:39]1[O:40][CH2:41][CH2:42][CH2:43]1.[CH3:37][OH:38].[Cl-:35].[Fe:44].[NH4+:36].[OH2:45]>>[CH2:1]([c:2]1[cH:3][cH:4][cH:5][cH:6][cH:7]1)[O:8][c:9]1[cH:10][cH:11][c:12]([O:13][c:14]2[c:15]([NH2:30])[cH:16][c:17]([NH:20][C:21]([c:22]3[cH:23][cH:24][c:25]([Br:28])[cH:26][cH:27]3)=[O:29])[cH:18][cH:19]2)[cH:33][cH:34]1. Starting materials: C1CCOC1, CN(C)c1ccncc1, O=S(=O)(Cl)C(F)(F)F, CC(Nc1nc(Nc2cc(C3CC3)[nH]n2)c(F)cc1CN)c1ccc(F)cc1. The product is CC(Nc1nc(Nc2cc(C3CC3)[nH]n2)c(F)cc1CNS(=O)(=O)C(F)(F)F)c1ccc(F)cc1. Reaction SMILES: [CH2:37]1[O:38][CH2:39][CH2:40][CH2:41]1.[CH3:42][N:43]([c:44]1[cH:45][cH:46][n:47][cH:48][cH:49]1)[CH3:50].[F:29][C:30]([S:31](=[O:32])(=[O:33])[Cl:34])([F:35])[F:36].[NH2:1][CH2:2][c:3]1[c:4]([NH:19][CH:20]([CH3:21])[c:22]2[cH:23][cH:24][c:25]([F:28])[cH:26][cH:27]2)[n:5][c:6]([NH:10][c:11]2[n:12][nH:13][c:14]([CH:16]3[CH2:17][CH2:18]3)[cH:15]2)[c:7]([F:9])[cH:8]1>>[NH:1]([CH2:2][c:3]1[c:4]([NH:19][CH:20]([CH3:21])[c:22]2[cH:23][cH:24][c:25]([F:28])[cH:26][cH:27]2)[n:5][c:6]([NH:10][c:11]2[n:12][nH:13][c:14]([CH:16]3[CH2:17][CH2:18]3)[cH:15]2)[c:7]([F:9])[cH:8]1)[S:31]([C:30]([F:29])([F:35])[F:36])(=[O:32])=[O:33]. Yields the product Cc1ccnc(N2CCN(CCc3c(-c4ccc(O)cc4)n4c5c(cccc35)CCC4)CC2)c1. As a reaction SMILES: [BrH:36].[CH3:1][O:2][c:3]1[cH:4][cH:5][c:6](-[c:9]2[c:10]([CH2:21][CH2:22][N:23]3[CH2:24][CH2:25][N:26]([c:29]4[n:30][cH:31][cH:32][c:33]([CH3:35])[cH:34]4)[CH2:27][CH2:28]3)[c:11]3[cH:12][cH:13][cH:14][c:15]4[c:20]3[n:19]2[CH2:18][CH2:17][CH2:16]4)[cH:7][cH:8]1.[CH3:39][C:40](=[O:41])[OH:42].[Na+:38].[OH-:37].[OH2:43]>>[OH:2][c:3]1[cH:4][cH:5][c:6](-[c:9]2[c:10]([CH2:21][CH2:22][N:23]3[CH2:24][CH2:25][N:26]([c:29]4[n:30][cH:31][cH:32][c:33]([CH3:35])[cH:34]4)[CH2:27][CH2:28]3)[c:11]3[cH:12][cH:13][cH:14][c:15]4[c:20]3[n:19]2[CH2:18][CH2:17][CH2:16]4)[cH:7][cH:8]1. Reactants: Br, COc1ccc(-c2c(CCN3CCN(c4cc(C)ccn4)CC3)c3cccc4c3n2CCC4)cc1, CC(=O)O, [Na+], [OH-], O. The reactants are COC(=O)C(N)Cc1ccc(Cl)c(Br)c1, Cl, O=C(O)c1ccc(I)cc1NS(=O)(=O)c1cccc2nsnc12. Yields the product COC(=O)C(Cc1ccc(Cl)c(Br)c1)NC(=O)c1ccc(I)cc1NS(=O)(=O)c1cccc2nsnc12. As a reaction SMILES: [CH3:25][O:26][C:27]([CH:28]([CH2:29][c:30]1[cH:31][c:32]([Br:37])[c:33]([Cl:36])[cH:34][cH:35]1)[NH2:38])=[O:39].[ClH:24].[n:1]1[c:2]2[c:3]([n:4][s:5]1)[c:6]([S:10](=[O:11])(=[O:12])[NH:13][c:14]1[c:15]([C:16](=[O:17])[OH:18])[cH:19][cH:20][c:21]([I:23])[cH:22]1)[cH:7][cH:8][cH:9]2>>[n:1]1[c:2]2[c:3]([n:4][s:5]1)[c:6]([S:10](=[O:11])(=[O:12])[NH:13][c:14]1[c:15]([C:16](=[O:17])[NH:38][CH:28]([C:27]([O:26][CH3:25])=[O:39])[CH2:29][c:30]3[cH:31][c:32]([Br:37])[c:33]([Cl:36])[cH:34][cH:35]3)[cH:19][cH:20][c:21]([I:23])[cH:22]1)[cH:7][cH:8][cH:9]2.